Dataset: the Open Reaction Database (ORD), a public repository of structured organic reaction records. Task: describe an organic reaction: reactants, conditions, products, and yield Starting materials: CCOC(=O)C(F)(F)c1ccccn1, CC(C)C[AlH]CC(C)C, CO, CCCCCC, ClCCl, O. Yields the product O=CC(F)(F)c1ccccn1. As a reaction SMILES: [CH2:10]([O:12][C:13](=[O:11])[C:14]([c:15]1[n:16][cH:17][cH:18][cH:19][cH:20]1)([F:21])[F:22])[CH3:23].[CH3:1][CH:2]([CH2:3][AlH:4][CH2:5][CH:6]([CH3:7])[CH3:8])[CH3:9].[CH3:24][OH:25].[CH3:27][CH2:28][CH2:29][CH2:30][CH2:31][CH3:32].[Cl:33][CH2:34][Cl:35].[OH2:26]>>[O:12]=[CH:13][C:14]([c:15]1[n:16][cH:17][cH:18][cH:19][cH:20]1)([F:21])[F:22]. Starting materials: [N+](=O)([O-])C1=CC=C(C=C1)C1=C(C2=C(N(C=C(C2=O)S(=O)C(C)C)CC2=C(C=CC=C2F)F)S1)CBr (4,7-dihydro-2-(4-nitrophenyl)-3-bromomethyl-5-isopropylsulfinyl-7-(2,6-difluorobenzyl)-4-oxothieno[2,3-b]pyridine), CNCC1=CC=CC=C1 (N-methylbenzylamine). The solvent is CN(C=O)C (dimethylformamide). Conditions: time 1 hour. Yields the product [N+](=O)([O-])C1=CC=C(C=C1)C1=C(C2=C(N(C=C(C2=O)S(=O)C(C)C)CC2=C(C=CC=C2F)F)S1)CN(C)CC1=CC=CC=C1 (4,7-dihydro-2-(4-nitrophenyl)-3-(N-benzyl-N-methylaminomethyl)-5-isopropylsulfinyl-7-(2,6-difluorobenzyl)-4-oxothieno[2,3-b]pyridine). Yield: 92.0%. Reaction SMILES: [N+:1]([C:4]1[CH:9]=[CH:8][C:7]([C:10]2[S:33][C:13]3[N:14]([CH2:24][C:25]4[C:30]([F:31])=[CH:29][CH:28]=[CH:27][C:26]=4[F:32])[CH:15]=[C:16]([S:19]([CH:21]([CH3:23])[CH3:22])=[O:20])[C:17](=[O:18])[C:12]=3[C:11]=2[CH2:34]Br)=[CH:6][CH:5]=1)([O-:3])=[O:2].[CH3:36][NH:37][CH2:38][C:39]1[CH:44]=[CH:43][CH:42]=[CH:41][CH:40]=1>CN(C)C=O>[N+:1]([C:4]1[CH:9]=[CH:8][C:7]([C:10]2[S:33][C:13]3[N:14]([CH2:24][C:25]4[C:30]([F:31])=[CH:29][CH:28]=[CH:27][C:26]=4[F:32])[CH:15]=[C:16]([S:19]([CH:21]([CH3:23])[CH3:22])=[O:20])[C:17](=[O:18])[C:12]=3[C:11]=2[CH2:34][N:37]([CH2:38][C:39]2[CH:44]=[CH:43][CH:42]=[CH:41][CH:40]=2)[CH3:36])=[CH:6][CH:5]=1)([O-:3])=[O:2]. Reported procedure: The compound (1.04 g, 1.8 mmol) obtained in Example 18 was dissolved in dimethylformamide (70 ml). To the solution was added diisopropylaminoethyl(1.15 g, 8.9 mmol) and N-methylbenzylamine (0.54 g, 4.5 mmol) at room temperature, and the mixture was further stirred for one hour. The reaction mixture was concentrated to dryness, and the residue was partitioned between ethyl acetate (300 ml) and water. The aqueous layer was extracted with ethyl acetate (100 ml), the extracts were combined, washed w... Starting materials: C(C1=CC=CC=C1)OCC=1N(C=C(N1)C=1C(=NOC1C)C1=CC=CC=C1)C1=CC=C(C=C1)[N+](=O)[O-] (4-[2-benzyloxymethyl-1-(4-nitro-phenyl)-1H-imidazol-4-yl]-5-methyl-3-phenyl-isoxazole), FC(C(=O)O)(F)F (trifluoroacetic acid), FC(S(=O)(=O)O)(F)F (trifluoromethanesulfonic acid), C(O)([O-])=O.[Na+] (sodium hydrogen carbonate). Solvent: C(Cl)Cl (DCM). Reaction conditions: time 3 hour. Product: CC1=C(C(=NO1)C1=CC=CC=C1)C=1N=C(N(C1)C1=CC=C(C=C1)[N+](=O)[O-])CO ([4-(5-Methyl-3-phenyl-isoxazol-4-yl)-1-(4-nitro-phenyl)-1H-imidazol-2-yl]-methanol). The yield is 56.2%. Reaction SMILES: C([O:8][CH2:9][C:10]1[N:11]([C:27]2[CH:32]=[CH:31][C:30]([N+:33]([O-:35])=[O:34])=[CH:29][CH:28]=2)[CH:12]=[C:13]([C:15]2[C:16]([C:21]3[CH:26]=[CH:25][CH:24]=[CH:23][CH:22]=3)=[N:17][O:18][C:19]=2[CH3:20])[N:14]=1)C1C=CC=CC=1.FC(F)(F)C(O)=O.FC(F)(F)S(O)(=O)=O.C(=O)([O-])O.[Na+]>C(Cl)Cl>[CH3:20][C:19]1[O:18][N:17]=[C:16]([C:21]2[CH:22]=[CH:23][CH:24]=[CH:25][CH:26]=2)[C:15]=1[C:13]1[N:14]=[C:10]([CH2:9][OH:8])[N:11]([C:27]2[CH:32]=[CH:31][C:30]([N+:33]([O-:35])=[O:34])=[CH:29][CH:28]=2)[CH:12]=1 |f:3.4|. Reported procedure: To a solution of 4-[2-benzyloxymethyl-1-(4-nitro-phenyl)-1H-imidazol-4-yl]-5-methyl-3-phenyl-isoxazole (200 mg, 0.43 mmol) in DCM (10 mL) at 0° C. was added trifluoroacetic acid (0.98 mL) and trifluoromethanesulfonic acid (0.06 mL) and the resulting mixture stirred vigorously for 3 h. The mixture was then poured onto a saturated solution of sodium hydrogen carbonate and stirred for 30 min. The resulting precipitate was then filtered off, washed with water and then dried to afford the title compo... Starting materials: CCCCCCC (heptane), C(=O)C1=CC=C(C#N)C=C1 (4-Formyl-benzonitrile), S(=O)(=O)(C1=CC=C(C)C=C1)C[N+]#[C-] (tosylmethyl isocyanide), C(=O)([O-])[O-].[K+].[K+] (K2CO3). The solvent is CO (MeOH). Yields the product O1C=NC=C1C1=CC=C(C#N)C=C1 (4-Oxazol-5-yl-benzonitrile). Isolated yield 97.0%. Reaction SMILES: [CH:1]([C:3]1[CH:10]=[CH:9][C:6]([C:7]#[N:8])=[CH:5][CH:4]=1)=[O:2].S([CH2:21][N+:22]#[C-:23])(C1C=CC(C)=CC=1)(=O)=O.C([O-])([O-])=O.[K+].[K+].CCCCCCC>CO>[O:2]1[C:1]([C:3]2[CH:10]=[CH:9][C:6]([C:7]#[N:8])=[CH:5][CH:4]=2)=[CH:23][N:22]=[CH:21]1 |f:2.3.4|. Procedure details: To a solution of 4-Formyl-benzonitrile (5 g, 38.17 mmol) and tosylmethyl isocyanide (TosMIC) (from Aldrich, 8.33 g, 42 mmol) in MeOH (200 mL) was added K2CO3 (6.85 g, 49.62 mmol) and the mixture was stirred at reflux for 1 h. The solvent was then evaporated and saturated aqueous NaHCO3 was added. The resultant suspension was extracted with dichloromethane (3×100 mL). The combined organic layers were washed with brine (30 mL), dried over anhydrous MgSO4 and concentrated to leave a yellow solid. T... Starting materials: CS(=O)(=O)Cl (Methanesulphonyl chloride), OCC1=CC=CC(=N1)C(=O)OC (methyl 6-hydroxymethylpicolinate), TEA. Solvent: C(Cl)Cl (DCM), C(Cl)Cl (DCM). Run at time 1 hour. The product is CS(=O)(=O)OCC1=CC=CC(=N1)C(=O)OC (methyl 6-((methylsulfonyloxy)methyl)picolinate). As a reaction SMILES: [CH3:1][S:2](Cl)(=[O:4])=[O:3].[OH:6][CH2:7][C:8]1[N:13]=[C:12]([C:14]([O:16][CH3:17])=[O:15])[CH:11]=[CH:10][CH:9]=1>C(Cl)Cl>[CH3:1][S:2]([O:6][CH2:7][C:8]1[N:13]=[C:12]([C:14]([O:16][CH3:17])=[O:15])[CH:11]=[CH:10][CH:9]=1)(=[O:4])=[O:3]. Procedure details: Methanesulphonyl chloride (0.28 ml) was added at 0° C. to a solution of methyl 6-hydroxymethylpicolinate (500 mg), TEA (0.5 ml) in DCM (5 ml). The mixture was stirred at rt for 1 hour, then diluted with DCM (50 ml) and washed with water (2×30 ml). Organic layer dried, solvent removed under vacuum to give expected product methyl 6-((methylsulfonyloxy)methyl)picolinate (770 mg). 1H NMR (CDCl3) δ: 8.11 (d, 1H), 7.93 (t, 1H), 7.70 (d, 1H), 5.44 (s, 2H), 4.01 (s, 3H), 3.16 (s, 3H). The reactants are BrC=1C=C2C(=NC(=NC2=CC1)C1=C(C=CC=C1)O)N[C@@H]1CN(CC1)C(=O)OC(C)(C)C ((S)-tert-butyl 3-(6-bromo-2-(2-hydroxyphenyl)quinazolin-4-ylamino)pyrrolidine-1-carboxylate), OC1=C(C=CC=C1)C1=NC2=CC=C(C=C2C(=N1)N[C@@H]1CN(CC1)C(=O)OC(C)(C)C)C#CCO ((S)-tert-Butyl 3-(2-(2-hydroxyphenyl)-6-(3-hydroxyprop-1-ynyl)quinazolin-4-ylamino)pyrrolidine-1-carboxylate), CC(C#C)(C)O (dimethyl propargyl alcohol), BrC=1C=C2C(=NC(=NC2=CC1)C1=C(C=CC(=C1)F)O)N[C@@H]1CN(CC1)C(=O)OC(C)(C)C ((S)-tert-butyl 3-(6-bromo-2-(5-fluoro-2-hydroxyphenyl)quinazolin-4-ylamino)pyrrolidine-1-carboxylate). Yields the product FC1=CC(=C(C=C1)O)C1=NC2=CC=C(C=C2C(=N1)N[C@@H]1CNCC1)CCC(C)(C)O ((S)-4-Fluoro-2-(6-(3-hydroxy-3-methylbutyl)-4-(pyrrolidin-3-ylamino)quinazolin-2-yl)phenol). As a reaction SMILES: BrC1C=C2C(=CC=1)N=C(C1C=CC=CC=1O)N=C2N[C@H]1CCN(C(OC(C)(C)C)=O)C1.[CH3:32][C:33]([OH:37])([CH3:36])[C:34]#[CH:35].Br[C:39]1[CH:40]=[C:41]2[C:46](=[CH:47][CH:48]=1)[N:45]=[C:44]([C:49]1[CH:54]=[C:53]([F:55])[CH:52]=[CH:51][C:50]=1[OH:56])[N:43]=[C:42]2[NH:57][C@H:58]1[CH2:62][CH2:61][N:60](C(OC(C)(C)C)=O)[CH2:59]1.OC1C=CC=CC=1C1N=C(N[C@H]2CCN(C(OC(C)(C)C)=O)C2)C2C(=CC=C(C#CCO)C=2)N=1>>[F:55][C:53]1[CH:52]=[CH:51][C:50]([OH:56])=[C:49]([C:44]2[N:43]=[C:42]([NH:57][C@H:58]3[CH2:62][CH2:61][NH:60][CH2:59]3)[C:41]3[C:46](=[CH:47][CH:48]=[C:39]([CH2:35][CH2:34][C:33]([OH:37])([CH3:36])[CH3:32])[CH:40]=3)[N:45]=2)[CH:54]=1. Reported procedure: The title compound was prepared using methods analogous to those described in Synthesis 59 and 60, replacing propargyl alcohol and (S)-tert-butyl 3-(6-bromo-2-(2-hydroxyphenyl)quinazolin-4-ylamino)pyrrolidine-1-carboxylate with dimethyl propargyl alcohol and (S)-tert-butyl 3-(6-bromo-2-(5-fluoro-2-hydroxyphenyl)quinazolin-4-ylamino)pyrrolidine-1-carboxylate in Synthesis 59-A. The reactants are ClC=1C=C(C=CC1CO)C1=NOC(C1)(C(F)(F)F)C1=CC(=CC(=C1)Cl)Cl (3-[3-chloro-4-(hydroxymethyl)phenyl]-5-(3,5-dichlorophenyl)-5-trifluoromethyl-4,5-dihydroisoxazole), [Cr](=O)(=O)([O-])Cl.[NH+]1=CC=CC=C1 (pyridinium chlorochromate). Run in ClCCl (dichloromethane). Reaction conditions: time 20 hour. Yields the product ClC1=C(C=O)C=CC(=C1)C1=NOC(C1)(C(F)(F)F)C1=CC(=CC(=C1)Cl)Cl (2-chloro-4-[5-(3,5-dichlorophenyl)-5-trifluoromethyl-4,5-dihydro-isoxazol-3-yl]benzaldehyde). The yield is 72.8%. RXN SMILES: [Cl:1][C:2]1[CH:3]=[C:4]([C:10]2[CH2:14][C:13]([C:19]3[CH:24]=[C:23]([Cl:25])[CH:22]=[C:21]([Cl:26])[CH:20]=3)([C:15]([F:18])([F:17])[F:16])[O:12][N:11]=2)[CH:5]=[CH:6][C:7]=1[CH2:8][OH:9].[Cr](Cl)([O-])(=O)=O.[NH+]1C=CC=CC=1>ClCCl>[Cl:1][C:2]1[CH:3]=[C:4]([C:10]2[CH2:14][C:13]([C:19]3[CH:20]=[C:21]([Cl:26])[CH:22]=[C:23]([Cl:25])[CH:24]=3)([C:15]([F:18])([F:17])[F:16])[O:12][N:11]=2)[CH:5]=[CH:6][C:7]=1[CH:8]=[O:9] |f:1.2|. Reported procedure: In a solution of 2.0 g of 3-[3-chloro-4-(hydroxymethyl)phenyl]-5-(3,5-dichlorophenyl)-5-trifluoromethyl-4,5-dihydroisoxazole in 60 mL of dichloromethane, 4.0 g of silica gel and 1.3 g of pyridinium chlorochromate were added, and stirred at room temperature for 20 hours. After the completion of the reaction, the reaction mixture was filtered through glass filter in which silica gel was packed to separate a solid with a solvent. The solvent was distilled off under reduced pressure. The residual so... The reactants are COC(=O)C1OC(n2cnc3c(NC4CCCC4)ncnc32)C2OC(C)(C)OC12, CO, NN, O. Product: CC1(C)OC2C(C(=O)NN)OC(n3cnc4c(NC5CCCC5)ncnc43)C2O1. RXN SMILES: [CH3:1][O:2][C:3](=[O:4])[CH:5]1[O:6][CH:7]([n:15]2[c:16]3[n:17][cH:18][n:19][c:20]([NH:24][CH:25]4[CH2:26][CH2:27][CH2:28][CH2:29]4)[c:21]3[n:22][cH:23]2)[CH:8]2[O:9][C:10]([CH3:13])([CH3:14])[O:11][CH:12]12.[CH3:33][OH:34].[NH2:31][NH2:32].[OH2:30]>>[C:3](=[O:4])([CH:5]1[O:6][CH:7]([n:15]2[c:16]3[n:17][cH:18][n:19][c:20]([NH:24][CH:25]4[CH2:26][CH2:27][CH2:28][CH2:29]4)[c:21]3[n:22][cH:23]2)[CH:8]2[O:9][C:10]([CH3:13])([CH3:14])[O:11][CH:12]12)[NH:31][NH2:32]. Reaction SMILES: [CH2:1]([c:2]1[cH:3][cH:4][cH:5][cH:6][cH:7]1)[O:8][c:9]1[cH:10][c:11]2[cH:12][cH:13][c:14]([O:19][CH2:20][C:21](=[O:22])[N:23]3[CH2:24][CH2:25][CH:26]([CH2:29][c:30]4[cH:31][cH:32][cH:33][cH:34][cH:35]4)[CH2:27][CH2:28]3)[cH:15][c:16]2[cH:17][cH:18]1.[CH:36]([NH:37][CH:38]([CH3:39])[CH3:40])([CH3:41])[CH3:42]>>[CH2:1]([c:2]1[cH:3][cH:4][cH:5][cH:6][cH:7]1)[O:8][c:9]1[cH:10][c:11]2[cH:12][cH:13][c:14]([O:19][CH2:20][CH2:21][N:23]3[CH2:24][CH2:25][CH:26]([CH2:29][c:30]4[cH:31][cH:32][cH:33][cH:34][cH:35]4)[CH2:27][CH2:28]3)[cH:15][c:16]2[cH:17][cH:18]1. Starting materials: O=C(COc1ccc2cc(OCc3ccccc3)ccc2c1)N1CCC(Cc2ccccc2)CC1, CC(C)NC(C)C. The product is c1ccc(COc2ccc3cc(OCCN4CCC(Cc5ccccc5)CC4)ccc3c2)cc1.